The task is: describe an organic reaction: reactants, conditions, products, and yield. This data is from the Open Reaction Database (ORD), a public repository of structured organic reaction records. Reaction SMILES: [CH3:29][CH2:30][OH:31].[ClH:27].[K+:26].[O:1]([C:2](=[O:3])[N:10]1[CH2:11][CH2:12][CH:13]([C:16]([c:17]2[c:18]([F:23])[cH:19][cH:20][cH:21][cH:22]2)=[O:24])[CH2:14][CH2:15]1)[c:4]1[cH:5][cH:6][cH:7][cH:8][cH:9]1.[OH-:25].[OH2:28]>>[ClH:27].[NH:10]1[CH2:11][CH2:12][CH:13]([C:16]([c:17]2[c:18]([F:23])[cH:19][cH:20][cH:21][cH:22]2)=[O:24])[CH2:14][CH2:15]1. The product is Cl, O=C(c1ccccc1F)C1CCNCC1. Starting materials: CCO, Cl, [K+], O=C(c1ccccc1F)C1CCN(C(=O)Oc2ccccc2)CC1, [OH-], O. The reactants are CNC(=O)C1(Cc2ccccc2)CCN(C(=O)OC(C)(C)C)CC1, ClCCl, O=C(O)C(F)(F)F. The product is CNC(=O)C1(Cc2ccccc2)CCNCC1. Reaction SMILES: [C:1]([O:2][C:3](=[O:4])[N:8]1[CH2:9][CH2:10][C:11]([C:14]([NH:15][CH3:16])=[O:17])([CH2:18][c:19]2[cH:20][cH:21][cH:22][cH:23][cH:24]2)[CH2:12][CH2:13]1)([CH3:5])([CH3:6])[CH3:7].[CH2:32]([Cl:33])[Cl:34].[F:25][C:26]([F:27])([F:28])[C:29]([OH:30])=[O:31]>>[NH:8]1[CH2:9][CH2:10][C:11]([C:14]([NH:15][CH3:16])=[O:17])([CH2:18][c:19]2[cH:20][cH:21][cH:22][cH:23][cH:24]2)[CH2:12][CH2:13]1. Reaction conditions: time 120 hour. Reaction SMILES: [Cl:1][C:2]1[CH:7]=[CH:6][C:5]([C:8]#[C:9][CH2:10][CH2:11][CH2:12][CH2:13][CH2:14][CH2:15][CH2:16][CH2:17][CH2:18][CH2:19][CH2:20][NH:21][C:22]2[CH:30]=[CH:29][C:25]([C:26]([OH:28])=[O:27])=[CH:24][CH:23]=2)=[CH:4][CH:3]=1.[CH2:31]([O:33][CH2:34][CH2:35]O)[CH3:32].B(F)(F)F.CCOCC>C1(C)C=CC=CC=1>[Cl:1][C:2]1[CH:7]=[CH:6][C:5]([C:8]#[C:9][CH2:10][CH2:11][CH2:12][CH2:13][CH2:14][CH2:15][CH2:16][CH2:17][CH2:18][CH2:19][CH2:20][NH:21][C:22]2[CH:23]=[CH:24][C:25]([C:26]([O:28][CH2:32][CH2:31][O:33][CH2:34][CH3:35])=[O:27])=[CH:29][CH:30]=2)=[CH:4][CH:3]=1 |f:2.3|. Product: ClC1=CC=C(C=C1)C#CCCCCCCCCCCCNC1=CC=C(C(=O)OCCOCC)C=C1 (2-ethoxyethyl 4-[13-(4-chlorophenyl)tridec-12-ynylamino]benzoate). Solvent: C1(=CC=CC=C1)C (toluene). Procedure details: A solution of 11.8 g. of 4-[13-(4-chlorophenyl)tridec-12-ynylamino]benzoic acid, 1.00 g. of 2-ethoxyethanol and 5.35 ml. of boron trifluoride etherate in 200 ml. toluene is stirred under reflux for 48 hours. The solution is treated with an additional 5.35 ml. of boron trifluoride etherate and refluxing is continued for 120 hours. Dilution with water and methylene chloride followed by filtration affords 2-ethoxyethyl 4-[13-(4-chlorophenyl)tridec-12-ynylamino]benzoate as a white solid. The reactants are ClC1=CC=C(C=C1)C#CCCCCCCCCCCCNC1=CC=C(C(=O)O)C=C1 (4-[13-(4-chlorophenyl)tridec-12-ynylamino]benzoic acid), B(F)(F)F.CCOCC (boron trifluoride etherate), C(C)OCCO (2-ethoxyethanol), B(F)(F)F.CCOCC (boron trifluoride etherate).